This data is from the Open Reaction Database (ORD), a public repository of structured organic reaction records. The task is: describe an organic reaction: reactants, conditions, products, and yield Starting materials: CN1CCCC1=O, CN1CCc2[nH]c3ccc(Cl)cc3c2C1, C=Cc1ccc(=O)n(C(F)(F)F)c1, [K+], [OH-]. Product: CN1CCc2c(c3cc(Cl)ccc3n2CCc2ccc(=O)n(C(F)(F)F)c2)C1. RXN SMILES: [CH3:31][N:32]1[CH2:33][CH2:34][CH2:35][C:36]1=[O:37].[Cl:1][c:2]1[cH:3][c:4]2[c:5]3[c:6]([nH:7][c:8]2[cH:9][cH:10]1)[CH2:11][CH2:12][N:13]([CH3:15])[CH2:14]3.[F:16][C:17]([n:18]1[c:19](=[O:26])[cH:20][cH:21][c:22]([CH:24]=[CH2:25])[cH:23]1)([F:27])[F:28].[K+:30].[OH-:29]>>[Cl:1][c:2]1[cH:3][c:4]2[c:5]3[c:6]([n:7]([CH2:25][CH2:24][c:22]4[cH:21][cH:20][c:19](=[O:26])[n:18]([C:17]([F:16])([F:27])[F:28])[cH:23]4)[c:8]2[cH:9][cH:10]1)[CH2:11][CH2:12][N:13]([CH3:15])[CH2:14]3.